Task: describe an organic reaction: reactants, conditions, products, and yield. Dataset: the Open Reaction Database (ORD), a public repository of structured organic reaction records Starting materials: COC(=O)c1ccc(CBr)c(OC)c1, CO, CN(C)C=O, CCOC(C)=O, O=[N+]([O-])c1ccc2c(O)n[nH]c2c1, [Na]. The product is COC(=O)c1ccc(Cn2nc(O)c3ccc([N+](=O)[O-])cc32)c(OC)c1. Reaction SMILES: [Br:15][CH2:16][c:17]1[c:18]([O:27][CH3:28])[cH:19][c:20]([C:21](=[O:22])[O:23][CH3:24])[cH:25][cH:26]1.[CH3:29][OH:30].[CH3:31][N:32]([CH3:33])[CH:34]=[O:35].[CH3:36][CH2:37][O:38][C:39](=[O:40])[CH3:41].[N+:1](=[O:2])([O-:3])[c:4]1[cH:5][cH:6][c:7]2[c:8]([OH:13])[n:9][nH:10][c:11]2[cH:12]1.[Na:14]>>[N+:1](=[O:2])([O-:3])[c:4]1[cH:5][cH:6][c:7]2[c:8]([OH:13])[n:9][n:10]([CH2:16][c:17]3[c:18]([O:27][CH3:28])[cH:19][c:20]([C:21](=[O:22])[O:23][CH3:24])[cH:25][cH:26]3)[c:11]2[cH:12]1.